Dataset: the Open Reaction Database (ORD), a public repository of structured organic reaction records. Task: describe an organic reaction: reactants, conditions, products, and yield The reactants are COC=CC[C@@H]1C(OC(O1)(C)C)=O ((R)-5-(3-methoxyallyl)-2,2-dimethyl-1,3-dioxolane-4-one), 5.08. Solvent: CO (CH3OH). The product is COC1CC[C@@H](O1)C(=O)OC (Methyl (2R)-Tetrahydro-5-methoxy-2-furoate). As a reaction SMILES: [CH3:1][O:2][CH:3]=[CH:4][CH2:5][C@H:6]1[O:10][C:9](C)(C)[O:8][C:7]1=[O:13]>CO>[CH3:1][O:2][CH:3]1[O:10][C@@H:6]([C:7]([O:8][CH3:9])=[O:13])[CH2:5][CH2:4]1. Procedure: Methyl (2R)-Tetrahydro-5-methoxy-2-furoate was prepared as for the S-isomer from (R)-5-(3-methoxyallyl)-2,2-dimethyl-1,3-dioxolane-4-one in similar yield: α!D25 -28.33° (c=0.1, CH3OH); IR (neat, cm-1) 2956, 1754, 1209, 1105; 1H NMR (CDCl3) diastereomer A (66%) δ 5.21 (m, 1H), 4.64-4.52 (m, 1H), 3.77 (s, 3H), 3.38 (s, 3H), 2.42-1.84 (m, 4H) for diastereomer B (33%) 5.08 (m, 1H), 4.64-4.52 (m, 1H), 3.77 (s, 3H), 3.42 (s, 3H), 2.42-1.84 (m, H); HRMS calculated for C7H12O4 (M+) 160.0735, found 160.0... Starting materials: C(C1=CC=CC=C1)OC(=O)C=1C(C(=C(NC1CCC)CCC)C(=O)OCCC#N)C1=CC=C(C=C1)[N+](=O)[O-] (5-benzyloxycarbonyl-3-(2-cyanoethoxy)carbonyl-1,4-dihydro-4-(4-nitrophenyl)-2,6-dipropylpyridine), C(=O)O.CO (formic acid MeOH). Reagents/catalysts: [Pd] (Pd/C). The solvent is C(Cl)(Cl)Cl (CHCl3). Reaction conditions: time 1 hour. Product: C(#N)CCOC(=O)C1=C(NC(=C(C1C1=CC=C(C=C1)[N+](=O)[O-])C(=O)O)CCC)CCC (3-(2-cyanoethoxy)carbonyl-1,4-dihydro-4-(4-nitrophenyl)-2,6-dipropylpyridine-5-carboxylic acid), powder. Isolated yield 92.0%. RXN SMILES: C([O:8][C:9]([C:11]1[CH:12]([C:30]2[CH:35]=[CH:34][C:33]([N+:36]([O-:38])=[O:37])=[CH:32][CH:31]=2)[C:13]([C:23]([O:25][CH2:26][CH2:27][C:28]#[N:29])=[O:24])=[C:14]([CH2:20][CH2:21][CH3:22])[NH:15][C:16]=1[CH2:17][CH2:18][CH3:19])=[O:10])C1C=CC=CC=1.C(O)=O.CO>C(Cl)(Cl)Cl.[Pd]>[C:28]([CH2:27][CH2:26][O:25][C:23]([C:13]1[CH:12]([C:30]2[CH:35]=[CH:34][C:33]([N+:36]([O-:38])=[O:37])=[CH:32][CH:31]=2)[C:11]([C:9]([OH:10])=[O:8])=[C:16]([CH2:17][CH2:18][CH3:19])[NH:15][C:14]=1[CH2:20][CH2:21][CH3:22])=[O:24])#[N:29] |f:1.2|. Reported procedure: A solution of 5-benzyloxycarbonyl-3-(2-cyanoethoxy)carbonyl-1,4-dihydro-4-(4-nitrophenyl)-2,6-dipropylpyridine (10.6 g, 20.4 mmol) in 200 ml of 4.4% (w/w) formic acid/MeOH mixture was stirred with Pd/C (10%, 3.50 g) at room temperature. After 1 hr, the reaction was quenched by addition of 50 ml of CHCl3. The mixture was filtered and concentrated to give a yellow powder, which was dissolved in CHCl3 (250 ml), washed with 0.5N aqueous HCl (100 ml) and brine (100 ml), then dried, over Na2SO4. After... The reactants are KCl-, [Cl-].[Cl-].[Cl-].[Cl-].[Zr+4] (ZrCl4), [Cl-].[Cl-].[Cl-].[Cl-].[Zr+4] (ZrCl4), [Na+].[Cl-].[Cl-].[Cl-].[Cl-].[Cl-].[Zr+4] (NaCl ZrCl4), [Na+].[Cl-].[Cl-].[K+] (NaCl KCl). The product is [Cl-].[Cl-].[Cl-].[Cl-].[Zr+4].[Cl-].[K+].[Na+].[Cl-] (ZrCl4 KCl NaCl). As a reaction SMILES: [Na+:1].[Cl-:2].[Cl-].[Cl-].[Cl-].[Cl-].[Zr+4:7].[Na+].[Cl-].[Cl-].[K+:11].[Cl-].[Cl-].[Cl-].[Cl-].[Zr+4]>>[Cl-:2].[Cl-:2].[Cl-:2].[Cl-:2].[Zr+4:7].[Cl-:2].[K+:11].[Na+:1].[Cl-:2] |f:0.1.2.3.4.5.6,7.8.9.10,11.12.13.14.15,16.17.18.19.20.21.22.23.24|. Procedure: Consider first the stripping generation, given as (78%) KCl-(22%) NaCl molten salt solvent. The phase diagram for NaCl-ZrCl4 (Howell, Sommer, and Kellogg, Trans. AIME, J. Metals, 209, 193, 1957) is shown in FIG. 1; the NaCl-KCl is expected to be similar in structure although differing in detail. The operating point for the distillation system is near the ternary eutectic at 63% ZrCl4, near which are shown curves of constant ZrCl4 vapor pressure. It may be seen that approximately 1 atm of vapor p... The reactants are Cl.COC=1C=CC2=C(C(CNCC2)C2=CC=CC=C2)C1 (8-Methoxy-1-phenyl-2,3,4,5-tetrahydro-1H3-benzazepine hydrochloride), BrBr (bromine). The solvent is C(C)(=O)O (acetic acid). Product: BrC1=CC2=C(C(CNCC2)C2=CC=CC=C2)C=C1OC (7-bromo-8-methoxy-1-phenyl-2,3,4,5-tetrahydro-1H-3-benzazepine). Reaction SMILES: Cl.[CH3:2][O:3][C:4]1[CH:5]=[CH:6][C:7]2[CH2:13][CH2:12][NH:11][CH2:10][CH:9]([C:14]3[CH:19]=[CH:18][CH:17]=[CH:16][CH:15]=3)[C:8]=2[CH:20]=1.[Br:21]Br>C(O)(=O)C>[Br:21][C:5]1[C:4]([O:3][CH3:2])=[CH:20][C:8]2[CH:9]([C:14]3[CH:15]=[CH:16][CH:17]=[CH:18][CH:19]=3)[CH2:10][NH:11][CH2:12][CH2:13][C:7]=2[CH:6]=1 |f:0.1|. Reported procedure: 8-Methoxy-1-phenyl-2,3,4,5-tetrahydro-1H3-benzazepine hydrochloride (66 g, 0.23 m) was suspended in acetic acid (300 ml) and treated with bromine (43 g, 0.27 m). The mixture was heated to 95° for one hour, cooled and filtered. The filter cake was partitioned between ethyl acetate and ammonium hydroxide to afford 7-bromo-8-methoxy-1-phenyl-2,3,4,5-tetrahydro-1H-3-benzazepine. The reactants are C(C1=CC=CC=C1)N1CCN(CC1)C1=CC(=C(C=C1)[N+](=O)[O-])CS(=O)(=O)C1=CC=CC=C1 (1-benzyl-4-{4-nitro-3-[(phenylsulfonyl)methyl]phenyl}piperazine), [Sn] (tin), CCOCC (ether), C(=O)(O)[O-].[Na+] (NaHCO3). Solvent: CO (methanol), Cl (hydrochloric acid). Conditions: temperature 45 celsius, time 18 hour. Yields the product C(C1=CC=CC=C1)N1CCN(CC1)C1=CC(=C(N)C=C1)CS(=O)(=O)C1=CC=CC=C1 (4-(4-Benzylpiperazin-1-yl)-2-[(phenylsulfonyl)methyl]aniline). The yield is 97.0%. As a reaction SMILES: [CH2:1]([N:8]1[CH2:13][CH2:12][N:11]([C:14]2[CH:19]=[CH:18][C:17]([N+:20]([O-])=O)=[C:16]([CH2:23][S:24]([C:27]3[CH:32]=[CH:31][CH:30]=[CH:29][CH:28]=3)(=[O:26])=[O:25])[CH:15]=2)[CH2:10][CH2:9]1)[C:2]1[CH:7]=[CH:6][CH:5]=[CH:4][CH:3]=1.[Sn].C([O-])(O)=O.[Na+].CCOCC>CO.Cl>[CH2:1]([N:8]1[CH2:13][CH2:12][N:11]([C:14]2[CH:19]=[CH:18][C:17]([NH2:20])=[C:16]([CH2:23][S:24]([C:27]3[CH:32]=[CH:31][CH:30]=[CH:29][CH:28]=3)(=[O:26])=[O:25])[CH:15]=2)[CH2:10][CH2:9]1)[C:2]1[CH:3]=[CH:4][CH:5]=[CH:6][CH:7]=1 |f:2.3,^3:32|. Procedure: A mixture of 1-benzyl-4-{4-nitro-3-[(phenylsulfonyl)methyl]phenyl}piperazine (6.77 g, 15.0 mmol) and granular tin (7.48 g, 63.0 mmol) in methanol and conc. hydrochloric acid is heated at 45° C. for 4 h, stirred at ambient temperature for 18 h, carefully poured into saturated aqueous NaHCO3, treated with ether and stirred for 0.5 h. The phases are separated and the aqueous phase is extracted sequentially with ether and CH2Cl2. The extracts and organic phase are combined, dried over MgSO4 and conc...